describe an organic reaction: reactants, conditions, products, and yield From a dataset of the Open Reaction Database (ORD), a public repository of structured organic reaction records. Starting materials: C(C)(=O)OCC (ethyl acetate), [N+](=[N-])=C(C(=O)OCC=C)C([C@H](C)[C@H]1NC([C@@H]1[C@@H](C)O)=O)=O (allyl (4R)-2-diazo-4-[(2R,3S)-3-{(1R)-1-hydroxyethyl}-4-oxoazetidin-2-yl]-3-oxopentanoate), N1=CC=CC=C1 (pyridine), ClC(=O)OCC=C (allyl chloroformate). Run in O (water), ClCCl (dichloromethane). Run at time 1 day. Yields the product C(C=C)OC(=O)O[C@H](C)[C@@H]1[C@H](NC1=O)[C@H](C(C(C(=O)OCC=C)=[N+]=[N-])=O)C (allyl (4R)-4-[(2R,3S)-3-{(1R)-1-allyloxycarbonyloxyethyl}-4-oxoazetidin-2-yl]-2-diazo-3-oxopentanoate). RXN SMILES: [N+:1](=[C:3]([C:10](=[O:21])[C@@H:11]([C@@H:13]1[C@@H:16]([C@H:17]([OH:19])[CH3:18])[C:15](=[O:20])[NH:14]1)[CH3:12])[C:4]([O:6][CH2:7][CH:8]=[CH2:9])=[O:5])=[N-:2].N1C=CC=CC=1.Cl[C:29]([O:31][CH2:32][CH:33]=[CH2:34])=[O:30].C(OCC)(=O)C>ClCCl.O>[CH2:32]([O:31][C:29]([O:19][C@@H:17]([C@H:16]1[C:15](=[O:20])[NH:14][C@@H:13]1[C@@H:11]([CH3:12])[C:10](=[O:21])[C:3](=[N+:1]=[N-:2])[C:4]([O:6][CH2:7][CH:8]=[CH2:9])=[O:5])[CH3:18])=[O:30])[CH:33]=[CH2:34]. Procedure details: To a solution of allyl (4R)-2-diazo-4-[(2R,3S)-3-{(1R)-1-hydroxyethyl}-4-oxoazetidin-2-yl]-3-oxopentanoate (14.6 g) in dichloromethane (100 ml) was added pyridine (6.05 ml) and allyl chloroformate (10.7 ml) at -78° C. The mixture was allowed to warm to ambient temperature and stirred for one day at the same temperature. The reaction mixture was poured into ethyl acetate (100 ml) and water (50 ml), washed in turn with water (50 ml) and brine (50 ml×2), and dried over magnesium sulfate. Evaporatio...